From a dataset of the Open Reaction Database (ORD), a public repository of structured organic reaction records. describe an organic reaction: reactants, conditions, products, and yield Reactants: C(C)N1C=C(C(C2=CC(=C(C(=C12)F)F)F)=O)C(=O)O (1-ethyl-6,7,8-trifluoro-1,4-dihydro-4- oxoquinoline-3-carboxylic acid), Br.[N+](=O)([O-])C1=C2CNCC2=CC=C1 (4-nitroisoindoline hydrobromide), C1CCC2=NCCCN2CC1 (DBU). The solvent is CN(C)C=O (DMF). Yields the product [N+](=O)([O-])C1=C2CN(CC2=CC=C1)C1=C(C=C2C(C(=CN(C2=C1F)CC)C(=O)O)=O)F (7-(4-nitro-2-isoindolinyl)-1-ethyl-6,8-difluoro-1,4-dihydro- 4-oxoquinoline-3-carboxylic acid). The yield is 43.1%. RXN SMILES: [CH2:1]([N:3]1[C:12]2[C:7](=[CH:8][C:9]([F:15])=[C:10](F)[C:11]=2[F:13])[C:6](=[O:16])[C:5]([C:17]([OH:19])=[O:18])=[CH:4]1)[CH3:2].Br.[N+:21]([C:24]1[CH:32]=[CH:31][CH:30]=[C:29]2[C:25]=1[CH2:26][NH:27][CH2:28]2)([O-:23])=[O:22].C1CCN2C(=NCCC2)CC1>CN(C=O)C>[N+:21]([C:24]1[CH:32]=[CH:31][CH:30]=[C:29]2[C:25]=1[CH2:26][N:27]([C:10]1[C:11]([F:13])=[C:12]3[C:7]([C:6](=[O:16])[C:5]([C:17]([OH:19])=[O:18])=[CH:4][N:3]3[CH2:1][CH3:2])=[CH:8][C:9]=1[F:15])[CH2:28]2)([O-:23])=[O:22] |f:1.2|. Procedure: 147 mg of 1-ethyl-6,7,8-trifluoro-1,4-dihydro-4- oxoquinoline-3-carboxylic acid, 176 mg of 4-nitroisoindoline hydrobromide, 164 mg of DBU, and 1.5 ml of anhydrous DMF were processed in the same manner as in Example 20 to produce 97 mg of the target compound. Reactants: [Li]CCCC, CCOC(=O)CP(=O)(OCC)OCC, O=Cc1ccc(I)cc1, C1CCOC1. Product: CCOC(=O)C=Cc1ccc(I)cc1. RXN SMILES: [CH2:15]([Li:16])[CH2:17][CH2:18][CH3:19].[CH3:1][CH2:2][O:3][C:4](=[O:5])[CH2:6][P:7]([O:8][CH2:9][CH3:10])([O:11][CH2:12][CH3:13])=[O:14].[I:20][c:21]1[cH:22][cH:23][c:24]([CH:25]=[O:26])[cH:27][cH:28]1.[O:29]1[CH2:30][CH2:31][CH2:32][CH2:33]1>>[CH3:1][CH2:2][O:3][C:4](=[O:5])[CH:6]=[CH:25][c:24]1[cH:23][cH:22][c:21]([I:20])[cH:28][cH:27]1. Starting materials: Cc1ccc(S(=O)(=O)OCC(CCC(=O)OC(C)(C)C)CC2COC(C)(C)N2C(=O)OC(C)(C)C)cc1, CN, CCO. The product is CNCC(CCC(=O)OC(C)(C)C)CC1COC(C)(C)N1C(=O)OC(C)(C)C. RXN SMILES: [C:1]([CH3:2])([CH3:3])([CH3:4])[O:5][C:6]([CH2:7][CH2:8][CH:9]([CH2:10][CH:11]1[N:12]([C:18](=[O:19])[O:20][C:21]([CH3:22])([CH3:23])[CH3:24])[C:13]([CH3:16])([CH3:17])[O:14][CH2:15]1)[CH2:25][O:26][S:27]([c:28]1[cH:29][cH:30][c:31]([CH3:32])[cH:33][cH:34]1)(=[O:35])=[O:36])=[O:37].[CH3:38][NH2:39].[CH3:40][CH2:41][OH:42]>>[C:1]([CH3:2])([CH3:3])([CH3:4])[O:5][C:6]([CH2:7][CH2:8][CH:9]([CH2:10][CH:11]1[N:12]([C:18](=[O:19])[O:20][C:21]([CH3:22])([CH3:23])[CH3:24])[C:13]([CH3:16])([CH3:17])[O:14][CH2:15]1)[CH2:25][NH:39][CH3:38])=[O:37]. Starting materials: C(O)([O-])=O.[Na+] (sodium hydrogen carbonate), BrC=1C(=CC2=CC=CC(=C2C1)CC1=CC=C(C=C1)CC)CO ([3-bromo-5-[(4-ethylphenyl)methyl]-naphthalen-2-yl]-methanol), COC(=C)C (2-methoxypropene), resultant mixture. The reagents and catalysts are C1(=CC=C(C=C1)S(=O)(=O)[O-])C.[NH+]1=CC=CC=C1 (pyridinium p-toluenesulfonate). Run in C1CCOC1 (THF). The product is BrC1=C(C=C2C=CC=C(C2=C1)CC1=CC=C(C=C1)CC)COC(C)(C)OC (7-bromo-1-[(4-ethylphenyl)methyl]-6-[(1-methoxy-1-methylethoxy)methyl]-naphthalene). Yield: 100.0%. RXN SMILES: [Br:1][C:2]1[C:3]([CH2:21][OH:22])=[CH:4][C:5]2[C:10]([CH:11]=1)=[C:9]([CH2:12][C:13]1[CH:18]=[CH:17][C:16]([CH2:19][CH3:20])=[CH:15][CH:14]=1)[CH:8]=[CH:7][CH:6]=2.[CH3:23][O:24][C:25]([CH3:27])=[CH2:26].C(=O)([O-])O.[Na+]>C1COCC1.C1(C)C=CC(S([O-])(=O)=O)=CC=1.[NH+]1C=CC=CC=1>[Br:1][C:2]1[CH:11]=[C:10]2[C:5]([CH:6]=[CH:7][CH:8]=[C:9]2[CH2:12][C:13]2[CH:14]=[CH:15][C:16]([CH2:19][CH3:20])=[CH:17][CH:18]=2)=[CH:4][C:3]=1[CH2:21][O:22][C:25]([O:24][CH3:23])([CH3:27])[CH3:26] |f:2.3,5.6|. Procedure details: Under a nitrogen stream, to a solution of [3-bromo-5-[(4-ethylphenyl)methyl]-naphthalen-2-yl]-methanol (326.2 mg, 0.92 mmol) and pyridinium p-toluenesulfonate (4.6 mg, 0.02 mmol) in THF (3.0 mL) was added 2-methoxypropene (0.44 mL, 4.6 mmol) under ice-cooling, and the resultant mixture was stirred at the same temperature for 1.5 hours. Saturated aqueous sodium hydrogen carbonate was added thereto. The resultant mixture was extracted with ethyl acetate. The organic layer was dried over anhydrous ... Reactants: CCOC(=O)c1c(O)cc(C(F)(F)Cl)nc1C(F)(F)F, CC(C)=O, CC(C)I, [K+], [K+], O=C([O-])[O-]. The product is CCOC(=O)c1c(OC(C)C)cc(C(F)(F)Cl)nc1C(F)(F)F. Reaction SMILES: [CH2:1]([CH3:2])[O:3][C:4](=[O:5])[c:6]1[c:7]([C:17]([F:18])([F:19])[F:20])[n:8][c:9]([C:13]([F:14])([F:15])[Cl:16])[cH:10][c:11]1[OH:12].[CH3:31][C:32](=[O:33])[CH3:34].[I:27][CH:28]([CH3:29])[CH3:30].[K+:21].[K+:22].[O-:23][C:24]([O-:25])=[O:26]>>[CH2:1]([CH3:2])[O:3][C:4](=[O:5])[c:6]1[c:7]([C:17]([F:18])([F:19])[F:20])[n:8][c:9]([C:13]([F:14])([F:15])[Cl:16])[cH:10][c:11]1[O:12][CH:28]([CH3:29])[CH3:30].